From a dataset of the Open Reaction Database (ORD), a public repository of structured organic reaction records. describe an organic reaction: reactants, conditions, products, and yield The reactants are CC(Cl)c1cccnc1, OC1=CC=CC(C2=CC=C(C(OC)=O)O2)=C1. Reagents/catalysts: O=C([O-])[O-].[Cs+].[Cs+] (cesium carbonate), [I-].[K+] (potassium iodide). Run in CN(C)C=O (DMF), CN(C)C=O (dmf), CN(C)C=O (DMF). Reaction conditions: temperature 70 celsius, time 16 hour. The product is O=C(OC)C(O1)=CC=C1C2=CC(OC(C)C3=CC=CN=C3)=CC=C2. Reactants: C(OC(Cl)(Cl)Cl)(OC(Cl)(Cl)Cl)=O (bis(trichloromethyl) carbonate), C(C)(C)N1CCC(CC1)N (1-isopropyl-piperidin-4-ylamine), FC=1C=C2CCC(C2=CC1)NC1=NC2=CC=C(C=C2C=C1)N (rac-N2-(5-fluoro-indan-1-yl)-quinoline-2,6-diamine). Yields the product FC=1C=C2CCC(C2=CC1)NC1=NC2=CC=C(C=C2C=C1)NC(=O)NC1CCN(CC1)C(C)C (rac-1-[2-(5-Fluoro-indan-1-ylamino)-quinolin-6-yl]-3-(1-isopropyl-piperidin-4-yl)-urea). RXN SMILES: [C:1](=[O:12])(OC(Cl)(Cl)Cl)OC(Cl)(Cl)Cl.[CH:13]([N:16]1[CH2:21][CH2:20][CH:19]([NH2:22])[CH2:18][CH2:17]1)([CH3:15])[CH3:14].[F:23][C:24]1[CH:25]=[C:26]2[C:30](=[CH:31][CH:32]=1)[CH:29]([NH:33][C:34]1[CH:43]=[CH:42][C:41]3[C:36](=[CH:37][CH:38]=[C:39]([NH2:44])[CH:40]=3)[N:35]=1)[CH2:28][CH2:27]2>>[F:23][C:24]1[CH:25]=[C:26]2[C:30](=[CH:31][CH:32]=1)[CH:29]([NH:33][C:34]1[CH:43]=[CH:42][C:41]3[C:36](=[CH:37][CH:38]=[C:39]([NH:44][C:1]([NH:22][CH:19]4[CH2:20][CH2:21][N:16]([CH:13]([CH3:15])[CH3:14])[CH2:17][CH2:18]4)=[O:12])[CH:40]=3)[N:35]=1)[CH2:28][CH2:27]2. Reported procedure: The title compound was prepared in accordance with the general method 4 described in example 16 from bis(trichloromethyl) carbonate, 1-isopropyl-piperidin-4-ylamine (CAS no: 127285-08-9) and rac-N2-(5-fluoro-indan-1-yl)-quinoline-2,6-diamine; MS: m/e=460.6 (M−H+).